This data is from the Open Reaction Database (ORD), a public repository of structured organic reaction records. The task is: describe an organic reaction: reactants, conditions, products, and yield The reactants are NC=1C(=C2CCCC(C2=C(C1Cl)C)C(=O)O)Cl (6-Amino-5,7-dichloro-8-methyl-1,2,3,4-tetrahydronaphthalene-1-carboxylic acid), CO (methanol), S(O)(O)(=O)=O (sulfuric acid). The solvent is C1=CC=CC=C1 (benzene). Yields the product NC=1C(=C2CCCC(C2=C(C1Cl)C)C(=O)OC)Cl (6-Amino-5,7-dichloro-8-methyl-1,2,3,4-tetrahydronaphthalene-1-carboxylic acid, methyl ester). Yield: 89.0%. Reaction SMILES: [NH2:1][C:2]1[C:3]([Cl:17])=[C:4]2[C:9](=[C:10]([CH3:13])[C:11]=1[Cl:12])[CH:8]([C:14]([OH:16])=[O:15])[CH2:7][CH2:6][CH2:5]2.S(=O)(=O)(O)O.[CH3:23]O>C1C=CC=CC=1>[NH2:1][C:2]1[C:3]([Cl:17])=[C:4]2[C:9](=[C:10]([CH3:13])[C:11]=1[Cl:12])[CH:8]([C:14]([O:16][CH3:23])=[O:15])[CH2:7][CH2:6][CH2:5]2. Reported procedure: The product from Example 135 (0.5 g) was dissolved in methanol (50 ml) and concentrated sulfuric acid (3 ml) was added. The reaction was refluxed for 4 hours and solvent was evaporated to one-half the volume. The concentrated reaction mixture was diluted with benzene (50 ml) and washed with brine, and aqueous sodium bicarbonate. The organic layer was separated, dried and evaporated affording the desired ester in 89% yield.